This data is from the Open Reaction Database (ORD), a public repository of structured organic reaction records. The task is: describe an organic reaction: reactants, conditions, products, and yield Reactants: ClC=1C=C(C=CC1F)NC1=C2C(=NC=C1C#N)SC=1CNCCC12 (4-[(3-Chloro-4-fluorophenyl)amino]-5,6,7,8-tetrahydrothieno[2,3-b:5,4-c′]dipyridine-3-carbonitrile), Cl.CN(C/C=C/C(=O)O)C ((2E)-4-(Dimethylamino)but-2-enoic acid hydrochloride). Product: ClC=1C=C(C=CC1F)NC1=C2C(=NC=C1C#N)SC=1CN(CCC12)C(\C=C\CN(C)C)=O (4-[(3-Chloro-4-fluorophenyl)amino]-7-[(2E)-4-(dimethylamino)but-2-enoyl]-5,6,7,8-tetrahydrothieno[2,3-b:5,4-c′]dipyridine-3-carbonitrile). As a reaction SMILES: [Cl:1][C:2]1[CH:3]=[C:4]([NH:9][C:10]2[C:15]([C:16]#[N:17])=[CH:14][N:13]=[C:12]3[S:18][C:19]4[CH2:20][NH:21][CH2:22][CH2:23][C:24]=4[C:11]=23)[CH:5]=[CH:6][C:7]=1[F:8].Cl.[CH3:26][N:27]([CH3:34])[CH2:28]/[CH:29]=[CH:30]/[C:31](O)=[O:32]>>[Cl:1][C:2]1[CH:3]=[C:4]([NH:9][C:10]2[C:15]([C:16]#[N:17])=[CH:14][N:13]=[C:12]3[S:18][C:19]4[CH2:20][N:21]([C:31](=[O:32])/[CH:30]=[CH:29]/[CH2:28][N:27]([CH3:34])[CH3:26])[CH2:22][CH2:23][C:24]=4[C:11]=23)[CH:5]=[CH:6][C:7]=1[F:8] |f:1.2|. Procedure: In analogy to Example 89, the title compound was prepared from 4-[(3-chloro-4-fluorophenyl)amino]-5,6,7,8-tetrahydrothieno[2,3-b:5,4-c′]dipyridine-3-carbonitrile from Example 55A (100 mg, 0.28 mmol) and (2E)-4-(dimethylamino)but-2-enoic acid hydrochloride from Example 1A (65 mg, 0.39 mmol) to yield 53 mg (40%). Reactants: C(C)C1=C(C(=CC=C1)CC)N=C=O (2,6-diethylphenylisocyanate), [OH-].[Na+] (sodium hydroxide), C1([N+](=O)[O-])=CC([N+](=O)[O-])=CC([N+](=O)[O-])=C1O.CONC(=N)NC (N-methoxy-N'-methyl guanidine picrate), ( 5.0 ), S(=O)(=O)([O-])[O-].[Na+].[Na+] (sodium sulfate), Cl (hydrochloric acid). Solvent: O1CCCC1 (tetrahydrofuran), CO (methanol), O1CCCC1 (tetrahydrofuran). Product: Cl.C(C)C1=C(C(=CC=C1)CC)NC(=O)NC(NOC)=NC (1-(2,6-diethylphenyl)-3-(N-methoxy-N'-methylamidino)urea hydrochloride). RXN SMILES: C1(C(O)=C([N+]([O-])=O)C=C([N+]([O-])=O)C=1)[N+]([O-])=O.[CH3:17][O:18][NH:19][C:20]([NH:22][CH3:23])=[NH:21].[OH-].[Na+].S([O-])([O-])(=O)=O.[Na+].[Na+].[CH2:33]([C:35]1[CH:40]=[CH:39][CH:38]=[C:37]([CH2:41][CH3:42])[C:36]=1[N:43]=[C:44]=[O:45])[CH3:34].[ClH:46]>O1CCCC1.CO>[ClH:46].[CH2:33]([C:35]1[CH:40]=[CH:39][CH:38]=[C:37]([CH2:41][CH3:42])[C:36]=1[NH:43][C:44]([NH:21][C:20](=[N:22][CH3:23])[NH:19][O:18][CH3:17])=[O:45])[CH3:34] |f:0.1,2.3,4.5.6,11.12|. Procedure: To a suspension of 10.0 g. (30.0 mmol) of N-methoxy-N'-methyl guanidine picrate in tetrahydrofuran (60 ml.) are added 2.4 g. (30.0 mmol) of fifty percent (w/w) aqueous sodium hydroxide and the mixture stirred for 11/2 hours. Five (5.0) grams of anhydrous sodium sulfate is added and the mixture stirred for an additional one-half hour. To this mixture is added a solution of 4.8 g. (30.0 mmol) of 2,6-diethylphenylisocyanate in tetrahydrofuran (20 ml.) and the mixture stirred over night. The mixture... Starting materials: C(C)(C)(C)OC(NC1(CCC1)C1=CC=C(C=C1)C(C(=CN(C)C)C1=CC=CC=C1)=O)=O (tert-butyl(1-(4-(3-(dimethylamino)-2-phenylacryloyl)phenyl)cyclobutyl)carbamate), NC1=CC(CC(C1)(C)C)=O (3-amino-5,5-dimethylcyclohex-2-enone). The solvent is C(C)(=O)O (acetic acid). Reaction conditions: temperature 100 celsius. Yields the product C(C)(C)(C)OC(NC1(CCC1)C1=CC=C(C=C1)C1=NC=2CC(CC(C2C=C1C1=CC=CC=C1)=O)(C)C)=O (tert-butyl(1-(4-(7,7-dimethyl-5-oxo-3-phenyl-5,6,7,8-tetrahydroquinolin-2-yl)phenyl)cyclobutyl)carbamate). Yield: 40.3%. Reaction SMILES: [C:1]([O:5][C:6](=[O:31])[NH:7][C:8]1([C:12]2[CH:17]=[CH:16][C:15]([C:18](=O)[C:19]([C:24]3[CH:29]=[CH:28][CH:27]=[CH:26][CH:25]=3)=[CH:20]N(C)C)=[CH:14][CH:13]=2)[CH2:11][CH2:10][CH2:9]1)([CH3:4])([CH3:3])[CH3:2].[NH2:32][C:33]1[CH2:38][C:37]([CH3:40])([CH3:39])[CH2:36][C:35](=[O:41])[CH:34]=1>C(O)(=O)C>[C:1]([O:5][C:6](=[O:31])[NH:7][C:8]1([C:12]2[CH:13]=[CH:14][C:15]([C:18]3[C:19]([C:24]4[CH:29]=[CH:28][CH:27]=[CH:26][CH:25]=4)=[CH:20][C:34]4[C:35](=[O:41])[CH2:36][C:37]([CH3:40])([CH3:39])[CH2:38][C:33]=4[N:32]=3)=[CH:16][CH:17]=2)[CH2:9][CH2:10][CH2:11]1)([CH3:4])([CH3:2])[CH3:3]. Procedure: To a solution of tert-butyl(1-(4-(3-(dimethylamino)-2-phenylacryloyl)phenyl)cyclobutyl)carbamate (166 mg, 0.40 mmol) in acetic acid (1 mL) was added molecular sieves (10 mg) and 3-amino-5,5-dimethylcyclohex-2-enone (82 mg, 0.59 mmol) under nitrogen. The resulting mixture was heated at 100° C. for 2 h. After cooled down to room temperature, the mixture was partitioned between water (10 mL) and dichloromethane (10 mL). The layers were separated and the aqueous phase extracted into dichloromethane ... Reactants: TiCl3, solution, [Cl-].C(C(C)C)[Al+]CC(C)C (diisobutyl aluminum chloride), [Cl-].C(C(C)C)[Al+]CC(C)C (DIBAC), C=CCCCCCC (octene), C=CCCCCCCCC (decene), [Al] (aluminum), C(CCC)OCCCC (dibutyl ether). Solvent: CCCCCCC (heptane), petroleum. Run at time 30 minute. Product: C=CCCCCCC.C=CCCCCCCCC (octene decene). As a reaction SMILES: C(OCCCC)CCC.[Al].[Cl-].C([Al+]CC(C)C)C(C)C.[CH2:21]=[CH:22][CH2:23][CH2:24][CH2:25][CH2:26][CH2:27][CH3:28].[CH2:29]=[CH:30][CH2:31][CH2:32][CH2:33][CH2:34][CH2:35][CH2:36][CH2:37][CH3:38]>CCCCCCC>[CH2:21]=[CH:22][CH2:23][CH2:24][CH2:25][CH2:26][CH2:27][CH3:28].[CH2:29]=[CH:30][CH2:31][CH2:32][CH2:33][CH2:34][CH2:35][CH2:36][CH2:37][CH3:38] |f:2.3,7.8|. Reported procedure: A catalyst was prepared by combining, in a primarily nitrogen environment under ambient temperature and pressure, 2.92 grams of TiCl3.AA with 23.07 grams of purified petroleum distillate, together with 2.05 grams of dibutyl ether promoter according to the teachings of Mack U.S. Pat. No. 4,416,714. The solution was held for 30 minutes while stirring. The catalyst was then activated using 20.71 grams of an aluminum cocatalyst, a 25% solution of diisobutyl aluminum chloride (DIBAC) in heptane solve... Reactants: ClC1=CC(=C2C(=NNC2=C1)C=1N=C2C(=NC1)N(C=C2C=O)COCC[Si](C)(C)C)F (2-(6-Chloro-4-fluoro-1H-indazol-3-yl)-5-(2-trimethylsilanyl-ethoxymethyl)-5H-pyrrolo[2,3-b]pyrazine-7-carbaldehyde), Cl.CN(C)CCCl (dimethylaminoethyl chloride hydrochloride), [I-].[K+] (potassium iodide), [H-].[Na+] (Sodium hydride). Run in C(C)(=O)OCC (ethyl acetate), O (water), CN(C)C=O (DMF). Run at time 10 minute. Yields the product ClC1=CC(=C2C(=NN(C2=C1)CCN(C)C)C=1N=C2C(=NC1)N(C=C2C=O)COCC[Si](C)(C)C)F (2-[6-chloro-1-(2-dimethylamino-ethyl)-4-fluoro-1H-indazol-3-yl]-5-(2-trimethylsilanylethoxymethyl)-5H-pyrrolo[2,3-b]pyrazine-7-carbaldehyde). The yield is 40.4%. Reaction SMILES: [Cl:1][C:2]1[CH:10]=[C:9]2[C:5]([C:6]([C:11]3[N:12]=[C:13]4[C:19]([CH:20]=[O:21])=[CH:18][N:17]([CH2:22][O:23][CH2:24][CH2:25][Si:26]([CH3:29])([CH3:28])[CH3:27])[C:14]4=[N:15][CH:16]=3)=[N:7][NH:8]2)=[C:4]([F:30])[CH:3]=1.[H-].[Na+].Cl.[CH3:34][N:35]([CH2:37][CH2:38]Cl)[CH3:36].[I-].[K+]>CN(C=O)C.C(OCC)(=O)C.O>[Cl:1][C:2]1[CH:10]=[C:9]2[C:5]([C:6]([C:11]3[N:12]=[C:13]4[C:19]([CH:20]=[O:21])=[CH:18][N:17]([CH2:22][O:23][CH2:24][CH2:25][Si:26]([CH3:27])([CH3:29])[CH3:28])[C:14]4=[N:15][CH:16]=3)=[N:7][N:8]2[CH2:38][CH2:37][N:35]([CH3:36])[CH3:34])=[C:4]([F:30])[CH:3]=1 |f:1.2,3.4,5.6|. Procedure: 2-(6-Chloro-4-fluoro-1H-indazol-3-yl)-5-(2-trimethylsilanyl-ethoxymethyl)-5H-pyrrolo[2,3-b]pyrazine-7-carbaldehyde (100 mg, 0.22 mmol) was dissolved in DMF (0.5 ml) and cooled in an ice bath. Sodium hydride (60% dispersion, 22 mg, 0.56 mmol) was carefully added. The mixture was stirred for 10 min then dimethylaminoethyl chloride hydrochloride (36 mg, 0.25 mmol) and potassium iodide (4 mg, 0.022 mmol) were added and the reaction was warmed to room temperature then stirred at 50° C. overnight. Aft... Reactants: ClC1=CN=CC(=N1)C(=O)NC1=NN=NN1 (6-chloro-N-(1H-5-tetrazolyl)pyrazine-2-carboxamide), C(C)N (ethylamine), Cl (hydrogen chloride). Solvent: C(C)O (ethanol). Product: C(C)NC1=CN=CC(=N1)C(=O)NC1=NN=NN1 (6-(Ethylamino)-N-(1H-5-tetrazolyl)pyrazine-2-carboxamide). Reaction SMILES: Cl[C:2]1[N:7]=[C:6]([C:8]([NH:10][C:11]2[NH:15][N:14]=[N:13][N:12]=2)=[O:9])[CH:5]=[N:4][CH:3]=1.[CH2:16]([NH2:18])[CH3:17].Cl>C(O)C>[CH2:16]([NH:18][C:2]1[N:7]=[C:6]([C:8]([NH:10][C:11]2[NH:15][N:14]=[N:13][N:12]=2)=[O:9])[CH:5]=[N:4][CH:3]=1)[CH3:17]. Reported procedure: To a suspension of 2.26 g of 6-chloro-N-(1H-5-tetrazolyl)pyrazine-2-carboxamide in 30 ml of ethanol, 4.05 ml of 70%-ethylamine aqueous solution was added, and the mixture was heated for 24 hours at 80°-90 ° C. in a sealed tube. The reaction mixture was adjusted with ethanolic hydrogen chloride to pH 3. The precipitate was collected by filtration, and recrystalized from a mixture of dimethylsulfoxide and methanol affording 1.66 g of the desired compound as pale yellow needles, m.p. 272°-273.5 ° C... Reactants: Cn1c(C(F)(F)F)cnc(-c2ccc(F)cc2)c1=O, O, O=[N+]([O-])O, O=S(=O)(O)O. Yields the product Cn1c(C(F)(F)F)cnc(-c2ccc(F)c([N+](=O)[O-])c2)c1=O. As a reaction SMILES: [F:6][c:7]1[cH:8][cH:9][c:10](-[c:13]2[c:14](=[O:24])[n:15]([CH3:23])[c:16]([C:19]([F:20])([F:21])[F:22])[cH:17][n:18]2)[cH:11][cH:12]1.[OH2:29].[OH:25][N+:26]([O-:27])=[O:28].[S:1](=[O:2])(=[O:3])([OH:4])[OH:5]>>[F:6][c:7]1[c:8]([N+:26](=[O:25])[O-:27])[cH:9][c:10](-[c:13]2[c:14](=[O:24])[n:15]([CH3:23])[c:16]([C:19]([F:20])([F:21])[F:22])[cH:17][n:18]2)[cH:11][cH:12]1. Starting materials: [OH-].[K+] (KOH), BrC1OC2=C(C1Br)C=CC=C2 (2,3-dibromo-2,3-dihydrobenzofuran). Solvent: C(C)O (ethanol). Conditions: temperature 0 celsius, time 3 hour. Product: BrC1=COC2=C1C=CC=C2 (3-bromobenzofuran). The yield is 108.0%. RXN SMILES: [OH-].[K+].Br[CH:4]1[CH:8]([Br:9])[C:7]2[CH:10]=[CH:11][CH:12]=[CH:13][C:6]=2[O:5]1>C(O)C>[Br:9][C:8]1[C:7]2[CH:10]=[CH:11][CH:12]=[CH:13][C:6]=2[O:5][CH:4]=1 |f:0.1|. Reported procedure: To 11.3 g KOH (176 mmol) in 100 mL ethanol at 0° C. was added in small portions 22.2 g of 2,3-dibromo-2,3-dihydrobenzofuran, and the resulting reaction mixture was stirred at 0° C. for an additional 3 h. Most of the solvent was then removed in vacuo. Water and ether were added to the residue. The aq layer was separated and extracted with ether. The combined ether layers were washed with water and brine, dried (MgSO4), and concentrated to give 17 g of 3-bromobenzofuran.